From a dataset of the Open Reaction Database (ORD), a public repository of structured organic reaction records. describe an organic reaction: reactants, conditions, products, and yield The reactants are CCc1nc2c(C)cn(Cc3ccc(-c4ccccc4-c4nnnn4C(c4ccccc4)(c4ccccc4)c4ccccc4)cc3)n2n1, CCc1nn2ncc(C)c2n1Cc1ccc(-c2ccccc2-c2nnnn2C(c2ccccc2)(c2ccccc2)c2ccccc2)cc1. Product: CCc1nn2ncc(C)c2[nH]1, CCc1nn2ncc(C)c2n1Cc1ccc(-c2ccccc2-c2nnnn2C(c2ccccc2)(c2ccccc2)c2ccccc2)cc1. Reaction SMILES: [CH2:1]([CH3:2])[c:3]1[n:4][c:5]2[n:6]([n:7]1)[n:8]([CH2:12][c:13]1[cH:14][cH:15][c:16](-[c:17]3[cH:18][cH:19][cH:20][cH:21][c:22]3-[c:23]3[n:24]([C:25]([c:26]4[cH:27][cH:28][cH:29][cH:30][cH:31]4)([c:32]4[cH:33][cH:34][cH:35][cH:36][cH:37]4)[c:38]4[cH:39][cH:40][cH:41][cH:42][cH:43]4)[n:44][n:45][n:46]3)[cH:47][cH:48]1)[cH:9][c:10]2[CH3:11].[CH2:49]([CH3:50])[c:51]1[n:52]([CH2:60][c:61]2[cH:62][cH:63][c:64](-[c:67]3[c:68](-[c:73]4[n:74][n:75][n:76][n:77]4[C:78]([c:79]4[cH:80][cH:81][cH:82][cH:83][cH:84]4)([c:85]4[cH:86][cH:87][cH:88][cH:89][cH:90]4)[c:91]4[cH:92][cH:93][cH:94][cH:95][cH:96]4)[cH:69][cH:70][cH:71][cH:72]3)[cH:65][cH:66]2)[c:53]2[n:54]([n:55]1)[n:56][cH:57][c:58]2[CH3:59]>>[CH2:1]([CH3:2])[c:3]1[nH:4][c:5]2[n:6]([n:7]1)[n:8][cH:9][c:10]2[CH3:11].[CH2:49]([CH3:50])[c:51]1[n:52]([CH2:60][c:61]2[cH:62][cH:63][c:64](-[c:67]3[c:68](-[c:73]4[n:74][n:75][n:76][n:77]4[C:78]([c:79]4[cH:80][cH:81][cH:82][cH:83][cH:84]4)([c:85]4[cH:86][cH:87][cH:88][cH:89][cH:90]4)[c:91]4[cH:92][cH:93][cH:94][cH:95][cH:96]4)[cH:69][cH:70][cH:71][cH:72]3)[cH:65][cH:66]2)[c:53]2[n:54]([n:55]1)[n:56][cH:57][c:58]2[CH3:59]. Reactants: CC1(CO)OCCC2=C1Cc1ccccc12, CS(C)=O, CO, O, O=C(O)C(F)(F)F, O=C(O)C(=O)O, c1ccncc1, c1ccccc1. Product: CC1(C=O)OCCC2=C1Cc1ccccc12. As a reaction SMILES: [CH3:1][C:2]1([CH2:15][OH:16])[O:3][CH2:4][CH2:5][C:6]2=[C:7]1[CH2:8][c:9]1[cH:10][cH:11][cH:12][cH:13][c:14]12.[CH3:42][S:43]([CH3:44])=[O:45].[CH3:46][OH:47].[OH2:48].[OH:17][C:18]([C:19]([F:20])([F:21])[F:22])=[O:23].[OH:30][C:31]([C:32](=[O:33])[OH:34])=[O:35].[cH:24]1[cH:25][cH:26][n:27][cH:28][cH:29]1.[cH:36]1[cH:37][cH:38][cH:39][cH:40][cH:41]1>>[CH3:1][C:2]1([CH:15]=[O:16])[O:3][CH2:4][CH2:5][C:6]2=[C:7]1[CH2:8][c:9]1[cH:10][cH:11][cH:12][cH:13][c:14]12. The product is CC1=NOC(=C1CCOC(C)C1=CC=CC=C1)C1=CC=C(C=C1)C1=CC=C(C=C1)C1(CC1)C(=O)O (1-(4′-{3-Methyl-4-[2-(1-phenyl-ethoxy)-ethyl]-isoxazol-5-yl}-biphenyl-4-yl)-cyclopropanecarboxylic acid). Procedure: Prepared according to the procedure described in Example 14, Step 4, using 1-{4′-[4-(2-hydroxy-ethyl)-3-methyl-isoxazol-5-yl]-biphenyl-4-yl}-cyclopropanecarboxylic acid ethyl ester and (1-bromoethyl)benzene. Reactants: C(C)OC(=O)C1(CC1)C1=CC=C(C=C1)C1=CC=C(C=C1)C1=C(C(=NO1)C)CCO (1-{4′-[4-(2-hydroxy-ethyl)-3-methyl-isoxazol-5-yl]-biphenyl-4-yl}-cyclopropanecarboxylic acid ethyl ester), BrC(C)C1=CC=CC=C1 ((1-bromoethyl)benzene). As a reaction SMILES: C([O:3][C:4]([C:6]1([C:9]2[CH:14]=[CH:13][C:12]([C:15]3[CH:20]=[CH:19][C:18]([C:21]4[O:25][N:24]=[C:23]([CH3:26])[C:22]=4[CH2:27][CH2:28][OH:29])=[CH:17][CH:16]=3)=[CH:11][CH:10]=2)[CH2:8][CH2:7]1)=[O:5])C.Br[CH:31]([C:33]1[CH:38]=[CH:37][CH:36]=[CH:35][CH:34]=1)[CH3:32]>>[CH3:26][C:23]1[C:22]([CH2:27][CH2:28][O:29][CH:31]([C:33]2[CH:38]=[CH:37][CH:36]=[CH:35][CH:34]=2)[CH3:32])=[C:21]([C:18]2[CH:19]=[CH:20][C:15]([C:12]3[CH:13]=[CH:14][C:9]([C:6]4([C:4]([OH:3])=[O:5])[CH2:8][CH2:7]4)=[CH:10][CH:11]=3)=[CH:16][CH:17]=2)[O:25][N:24]=1. Starting materials: C(C)OC(=O)CN1C(=NC2=C1C=C(C=C2)N(CCN(C)C)S(=O)(=O)C)COC2=CC=C(C=C2)C#N (1-ethoxycarbonylmethyl-2-[(4-cyanophenyl)-oxymethyl]-6-[N-(2-dimethylaminoethyl)-methanesulphonylamino]-benzimidazole), Cl (hydrochloric acid), C([O-])([O-])=O.[NH4+].[NH4+] (ammonium carbonate). Solvent: C(C)O (ethanol). The product is C(C)OC(=O)CN1C(=NC2=C1C=C(C=C2)N(CCN(C)C)S(=O)(=O)C)COC2=CC=C(C=C2)C(N)=N (1-ethoxycarbonylmethyl-2-[(4-amidinophenyl)-oxymethyl]-6-[N-(2-dimethylaminoethyl)-methanesulphonylamino]-benzimidazole). Reaction SMILES: [CH2:1]([O:3][C:4]([CH2:6][N:7]1[C:11]2[CH:12]=[C:13]([N:16]([S:22]([CH3:25])(=[O:24])=[O:23])[CH2:17][CH2:18][N:19]([CH3:21])[CH3:20])[CH:14]=[CH:15][C:10]=2[N:9]=[C:8]1[CH2:26][O:27][C:28]1[CH:33]=[CH:32][C:31]([C:34]#[N:35])=[CH:30][CH:29]=1)=[O:5])[CH3:2].Cl.C(=O)([O-])[O-].[NH4+:41].[NH4+]>C(O)C>[CH2:1]([O:3][C:4]([CH2:6][N:7]1[C:11]2[CH:12]=[C:13]([N:16]([S:22]([CH3:25])(=[O:24])=[O:23])[CH2:17][CH2:18][N:19]([CH3:21])[CH3:20])[CH:14]=[CH:15][C:10]=2[N:9]=[C:8]1[CH2:26][O:27][C:28]1[CH:29]=[CH:30][C:31]([C:34](=[NH:41])[NH2:35])=[CH:32][CH:33]=1)=[O:5])[CH3:2] |f:2.3.4|. Procedure: Prepared analogously to Example 1e from 1-ethoxycarbonylmethyl-2-[(4-cyanophenyl)-oxymethyl]-6-[N-(2-dimethylaminoethyl)-methanesulphonylamino]-benzimidazole and ethanolic hydrochloric acid, ethanol and ammonium carbonate.